From a dataset of the Open Reaction Database (ORD), a public repository of structured organic reaction records. describe an organic reaction: reactants, conditions, products, and yield Starting materials: CCc1cc(Cl)c(S(C)(=O)=O)cc1C(=O)OC, CO, [Na+], [OH-]. Reaction SMILES: [CH2:1]([CH3:2])[c:3]1[c:4]([C:5](=[O:6])[O:7][CH3:8])[cH:9][c:10]([S:14](=[O:15])(=[O:16])[CH3:17])[c:11]([Cl:13])[cH:12]1.[CH3:18][OH:19].[Na+:21].[OH-:20]>>[CH2:1]([CH3:2])[c:3]1[c:4]([C:5](=[O:6])[OH:7])[cH:9][c:10]([S:14](=[O:15])(=[O:16])[CH3:17])[c:11]([Cl:13])[cH:12]1. Product: CCc1cc(Cl)c(S(C)(=O)=O)cc1C(=O)O. Reactants: BrC1=CC=C(C=C1)/C=C/C=1OC=C(N1)CCl (2-[(E)-2-(4-bromophenyl)ethenyl]-4-(chloromethyl)-1,3-oxazole), CS(=O)(=O)CC=1N(C=CN1)CCCCC1=CC=C(C=C1)O (4-[4-[2-[(methylsulfonyl)methyl]-1H-imidazol-1-yl]butyl]phenol), [H-].[Na+] (sodium hydride). Product: BrC1=CC=C(C=C1)/C=C/C=1OC=C(N1)COC1=CC=C(C=C1)CCCCN1C(=NC=C1)CS(=O)(=O)C (2-[(E)-2-(4-bromophenyl)ethenyl]-4-[[4-[4-[2-[(methylsulfonyl)methyl]-1H-imidazol-1-yl]butyl]phenoxy]methyl]-1,3-oxazole). The yield is 78.1%. RXN SMILES: [Br:1][C:2]1[CH:7]=[CH:6][C:5](/[CH:8]=[CH:9]/[C:10]2[O:11][CH:12]=[C:13]([CH2:15]Cl)[N:14]=2)=[CH:4][CH:3]=1.[CH3:17][S:18]([CH2:21][C:22]1[N:23]([CH2:27][CH2:28][CH2:29][CH2:30][C:31]2[CH:36]=[CH:35][C:34]([OH:37])=[CH:33][CH:32]=2)[CH:24]=[CH:25][N:26]=1)(=[O:20])=[O:19].[H-].[Na+]>>[Br:1][C:2]1[CH:7]=[CH:6][C:5](/[CH:8]=[CH:9]/[C:10]2[O:11][CH:12]=[C:13]([CH2:15][O:37][C:34]3[CH:33]=[CH:32][C:31]([CH2:30][CH2:29][CH2:28][CH2:27][N:23]4[CH:24]=[CH:25][N:26]=[C:22]4[CH2:21][S:18]([CH3:17])(=[O:20])=[O:19])=[CH:36][CH:35]=3)[N:14]=2)=[CH:4][CH:3]=1 |f:2.3|. Procedure: Using 2-[(E)-2-(4-bromophenyl)ethenyl]-4-(chloromethyl)-1,3-oxazole (266 mg), 4-[4-[2-[(methylsulfonyl)methyl]-1H-imidazol-1-yl]butyl]phenol (250 mg) and 65% sodium hydride (32.9 mg), the same reaction as Example 11-(i) was carried out to yield the titled compound (361 mg) as a colorless crystal powder. The reactants are ClC=1C=C(OC2=CC=C(C=C2)CCN)C=CC1 (2-[4-(3-Chlorophenoxy)phenyl]ethylamine), C(C1=CC=CC=C1)OC=1C=CC(=C2C=CC(NC12)=O)[C@H](CBr)O[Si](C)(C)C(C)(C)C (8-(benzyloxy)-5-[(R)-2-bromo-1-(tert-butyldimethylsilanyloxy)ethyl]-1H-quinolin-2-one), [I-].[Na+] (sodium iodide), C([O-])([O-])=O.[K+].[K+] (potassium carbonate). Solvent: CS(=O)C (DMSO), ClCCl (dichloromethane). Yields the product C(C1=CC=CC=C1)OC=1C=CC(=C2C=CC(NC12)=O)[C@H](CNCCC1=CC=C(C=C1)OC1=CC(=CC=C1)Cl)O[Si](C)(C)C(C)(C)C (8-Benzyloxy-5-((R)-1-(tert-butyldimethylsilanyloxy)-2-{2-[4-(3-chlorophenoxy)phenyl]ethylamino}ethyl)-1H-quinolin-2-one). The yield is 55.4%. As a reaction SMILES: [Cl:1][C:2]1[CH:3]=[C:4]([CH:15]=[CH:16][CH:17]=1)[O:5][C:6]1[CH:11]=[CH:10][C:9]([CH2:12][CH2:13][NH2:14])=[CH:8][CH:7]=1.[CH2:18]([O:25][C:26]1[CH:27]=[CH:28][C:29]([C@@H:37]([O:40][Si:41]([C:44]([CH3:47])([CH3:46])[CH3:45])([CH3:43])[CH3:42])[CH2:38]Br)=[C:30]2[C:35]=1[NH:34][C:33](=[O:36])[CH:32]=[CH:31]2)[C:19]1[CH:24]=[CH:23][CH:22]=[CH:21][CH:20]=1.[I-].[Na+].C(=O)([O-])[O-].[K+].[K+]>CS(C)=O.ClCCl>[CH2:18]([O:25][C:26]1[CH:27]=[CH:28][C:29]([C@@H:37]([O:40][Si:41]([C:44]([CH3:45])([CH3:47])[CH3:46])([CH3:43])[CH3:42])[CH2:38][NH:14][CH2:13][CH2:12][C:9]2[CH:10]=[CH:11][C:6]([O:5][C:4]3[CH:15]=[CH:16][CH:17]=[C:2]([Cl:1])[CH:3]=3)=[CH:7][CH:8]=2)=[C:30]2[C:35]=1[NH:34][C:33](=[O:36])[CH:32]=[CH:31]2)[C:19]1[CH:20]=[CH:21][CH:22]=[CH:23][CH:24]=1 |f:2.3,4.5.6|. Procedure: A slurry of the product of step (b) (1.39 g), 8-(benzyloxy)-5-[(R)-2-bromo-1-(tert-butyldimethylsilanyloxy)ethyl]-1H-quinolin-2-one (2.49 g), sodium iodide (1.14 g) and potassium carbonate (2.11 g) in DMSO (7 mL) was heated at 90° C. for 5 h. The solution was allowed to cool, diluted with dichloromethane (60 mL) and washed with water (4×30 mL) then brine (40 mL). The organics were dried over sodium sulfate, concentrated in vacuo and the residue purified by reverse phase HPLC to afford the title ... The reactants are ClC(F)F (chlorodifluoromethane), P(OCC)(OCC)[O-] (diethyl phosphite), [H-].[Na+] (NaH). The solvent is C1CCOC1 (THF), petroleum ether, CCCCCC (hexane). Product: FC(F)P(OCC)(OCC)=O ((Difluoromethyl)phosphonic acid, diethyl ester). Isolated yield 16.2%. As a reaction SMILES: [H-].[Na+].[P:3]([O-:10])([O:7][CH2:8][CH3:9])[O:4][CH2:5][CH3:6].Cl[CH:12]([F:14])[F:13]>C1COCC1.CCCCCC>[F:13][CH:12]([P:3](=[O:10])([O:7][CH2:8][CH3:9])[O:4][CH2:5][CH3:6])[F:14] |f:0.1|. Reported procedure: A sample of 6.82 g (171 mmol) of 60% NaH in mineral oil was washed twice with 30 ml of petroleum ether and was suspended in 130 ml of THF under argon. A solution of 22 ml (171 mmol) of diethyl phosphite was added dropwise over 45 minutes and the exotherm was controlled with a water bath. After stirring for an additional hour, 42 g (490 mmol) of chlorodifluoromethane was bubbled through the solution over 4.5 hours, while the internal temperature was maintained between 25° and 35° C. with a cool w...